From a dataset of the Open Reaction Database (ORD), a public repository of structured organic reaction records. describe an organic reaction: reactants, conditions, products, and yield Starting materials: solution, [Li]C(C)CC (s-BuLi), B(OC(C)C)(OC(C)C)OC(C)C (Triisopropyl borate), [Si](C)(C)(C(C)(C)C)N1C=CC2=CC(=CC=C12)F (1-(tert-butyldimethylsilyl)-5-fluoro-1H-indole), CN(C)CCN(C)C (TMEDA). The solvent is C1CCCCC1 (cyclohexane), O (Water), C1CCOC1 (THF). Run at temperature -78 celsius, time 2 hour. Product: [Si](C)(C)(C(C)(C)C)N1C=CC2=C(C(=CC=C12)F)B(O)O (1-(tert-butyldimethylsilyl)-5-fluoro-1H-indol-4-ylboronic acid). Yield: 20.5%. As a reaction SMILES: [Si:1]([N:8]1[C:16]2[C:11](=[CH:12][C:13]([F:17])=[CH:14][CH:15]=2)[CH:10]=[CH:9]1)([C:4]([CH3:7])([CH3:6])[CH3:5])([CH3:3])[CH3:2].CN(CCN(C)C)C.[Li]C(CC)C.[B:31](OC(C)C)([O:36]C(C)C)[O:32]C(C)C>C1COCC1.C1CCCCC1.O>[Si:1]([N:8]1[C:16]2[C:11](=[C:12]([B:31]([OH:36])[OH:32])[C:13]([F:17])=[CH:14][CH:15]=2)[CH:10]=[CH:9]1)([C:4]([CH3:7])([CH3:6])[CH3:5])([CH3:3])[CH3:2]. Procedure: To a mixture of the product of Step 1 (4.98 g, 20 mmol) and TMEDA (2.32 g, 20 mmol) in THF at −78° C. was slowly added a 1.3M solution of s-BuLi (15.4 mL, 20 mmol) in cyclohexane and the mixture was stirred for 2 h at −78° C. Triisopropyl borate (3.76 g, 20 mmol) was added to the mixture at −78° C. and stirred for another 1 h and then warmed to −20° C. Water was added and the mixture was extracted with EtOAc and the organic layer was dried over Na2SO4 and evaporated. The residue was re-crystalli... Starting materials: ClCCC1CN(C(N2C(=NC3=C2C=CC=C3)N1C)=O)C (2-(2-chloroethyl)-3,4-dihydro-1,4-dimethyl-1H-[1,3,5]triazepino[3,2-a]benzimidazol-5(2H)-one), N1CCOCC1 (morpholine). Run at temperature 60 celsius, time 4 hour. The product is CN1C(CN(C(N2C1=NC1=C2C=CC=C1)=O)C)CCN1CCOCC1 (3,4-Dihydro-1,4-dimethyl-2[2-(4-morpholinyl)ethyl]-1H-[1,3,5]triazepino[3,2-a]benzimidazol-5(2H)-one). As a reaction SMILES: Cl[CH2:2][CH2:3][CH:4]1[N:17]([CH3:18])[C:9]2=[N:10][C:11]3[CH:16]=[CH:15][CH:14]=[CH:13][C:12]=3[N:8]2[C:7](=[O:19])[N:6]([CH3:20])[CH2:5]1.[NH:21]1[CH2:26][CH2:25][O:24][CH2:23][CH2:22]1>>[CH3:18][N:17]1[C:9]2=[N:10][C:11]3[CH:16]=[CH:15][CH:14]=[CH:13][C:12]=3[N:8]2[C:7](=[O:19])[N:6]([CH3:20])[CH2:5][CH:4]1[CH2:3][CH2:2][N:21]1[CH2:26][CH2:25][O:24][CH2:23][CH2:22]1. Procedure details: To 3.0 g (0.0103 mol) of 2-(2-chloroethyl)-3,4-dihydro-1,4-dimethyl-1H-[1,3,5]triazepino[3,2-a]benzimidazol-5(2H)-one was added 20 mL of morpholine. The mixture was stirred at 60° C. for 4 hr. The morpholine was removed at 60° C. and approximately 1 mm Hg. The residue was partitioned between 100 mL of CH2Cl2 and 100 mL of 1N NaOH. The basic layer was reextracted with 50 mL of CH2Cl2. The combined organic extracts were dried over Na2SO4, filtered, and concentrated by rotary evaporation. The resid... The reagents and catalysts are [C].[Pd] (palladium-carbon). Reactants: C(C)(=O)OCC (ethyl acetate), C([O-])(O)=O.[Na+] (sodium bicarbonate), [H][H] (Hydrogen), C(C1=CC=CC=C1)OC([C@H]1N(CCC1)C([C@@H](NS(=O)(=O)C1=CC=CC=C1)CC(C(O)=O)CC1=CC=CC=C1)=O)=O (N-benzenesulfonyl-γbenzyl-L-glutamyl-L-proline benzylester). RXN SMILES: C([O:8][C:9](=[O:40])[C@@H:10]1[CH2:14][CH2:13][CH2:12][N:11]1[C:15](=[O:39])[C@H:16]([CH2:27][CH:28](CC1C=CC=CC=1)[C:29](=[O:31])[OH:30])[NH:17][S:18]([C:21]1[CH:26]=[CH:25][CH:24]=[CH:23][CH:22]=1)(=[O:20])=[O:19])C1C=CC=CC=1.C(=O)(O)[O-].[Na+].[H][H].C(OCC)(=O)C>CO.[C].[Pd].O>[C:21]1([S:18]([NH:17][C@H:16]([C:15]([N:11]2[CH2:12][CH2:13][CH2:14][C@H:10]2[C:9]([OH:40])=[O:8])=[O:39])[CH2:27][CH2:28][C:29](=[O:30])[OH:31])(=[O:20])=[O:19])[CH:26]=[CH:25][CH:24]=[CH:23][CH:22]=1 |f:1.2,6.7|. Procedure: N-benzenesulfonyl-γbenzyl-L-glutamyl-L-proline benzylester (2.61 g, 4.6 mmole) was dissolved in methanol (40 ml), and water (5 ml) suspension of sodium bicarbonate (0.84 g, 10 mmole) was added thereto. Hydrogen gas was passed through the solution in the presence of 5% palladium-carbon as a catalyst for 4 hours. The catalyst was removed by filtration, and the solvent was distilled off under reduced pressure, and the residue thus obtained was dissolved in water (30 ml). The mixture was washed with... Yields the product C1(=CC=CC=C1)S(=O)(=O)N[C@@H](CCC(O)=O)C(=O)N1[C@H](C(=O)O)CCC1 (N-benzenesulfonyl-L-glutamyl-L-proline). Run in CO (methanol), O (water), O (water), CO (methanol). Isolated yield 76.9%. Reactants: NC(=O)C=1C=C(C=C2C(=NNC12)C1CCN(CC1)C(=O)OC(C)(C)C)Br (1,1-dimethylethyl 4-[7-(aminocarbonyl)-5-bromo-1H-indazol-3-yl]-1-piperidinecarboxylate), NC(=O)C=1C=C(C=C2C(=NNC12)C1CCN(CC1)C(=O)OC(C)(C)C)Br (1,1-dimethylethyl 4-[7-(aminocarbonyl)-5-bromo-1H-indazol-3-yl]-1-piperidinecarboxylate), FC=1C=C(C=CC1)B(O)O (3-fluorophenyl boronic acid), C([O-])([O-])=O.[K+].[K+] (potassium carbonate). Reagents/catalysts: C=1C=CC(=CC1)[P](C=2C=CC=CC2)(C=3C=CC=CC3)[Pd]([P](C=4C=CC=CC4)(C=5C=CC=CC5)C=6C=CC=CC6)([P](C=7C=CC=CC7)(C=8C=CC=CC8)C=9C=CC=CC9)[P](C=1C=CC=CC1)(C=1C=CC=CC1)C=1C=CC=CC1 (Pd(PPh3)4). Run in O1CCOCC1.O (dioxane water). Yields the product NC(=O)C=1C=C(C=C2C(=NNC12)C1CCN(CC1)C(=O)OC(C)(C)C)C1=CC(=CC=C1)F (1,1-dimethylethyl 4-[7-(aminocarbonyl)-5-(3-fluorophenyl)-1H-indazol-3-yl]-1-piperidinecarboxylate). The yield is 117.2%. As a reaction SMILES: [NH2:1][C:2]([C:4]1[CH:5]=[C:6](Br)[CH:7]=[C:8]2[C:12]=1[NH:11][N:10]=[C:9]2[CH:13]1[CH2:18][CH2:17][N:16]([C:19]([O:21][C:22]([CH3:25])([CH3:24])[CH3:23])=[O:20])[CH2:15][CH2:14]1)=[O:3].[F:27][C:28]1[CH:29]=[C:30](B(O)O)[CH:31]=[CH:32][CH:33]=1.C(=O)([O-])[O-].[K+].[K+]>O1CCOCC1.O.C1C=CC([P]([Pd]([P](C2C=CC=CC=2)(C2C=CC=CC=2)C2C=CC=CC=2)([P](C2C=CC=CC=2)(C2C=CC=CC=2)C2C=CC=CC=2)[P](C2C=CC=CC=2)(C2C=CC=CC=2)C2C=CC=CC=2)(C2C=CC=CC=2)C2C=CC=CC=2)=CC=1>[NH2:1][C:2]([C:4]1[CH:5]=[C:6]([C:32]2[CH:31]=[CH:30][CH:29]=[C:28]([F:27])[CH:33]=2)[CH:7]=[C:8]2[C:12]=1[NH:11][N:10]=[C:9]2[CH:13]1[CH2:18][CH2:17][N:16]([C:19]([O:21][C:22]([CH3:25])([CH3:24])[CH3:23])=[O:20])[CH2:15][CH2:14]1)=[O:3] |f:2.3.4,5.6,^1:53,55,74,93|. Reported procedure: Following the general procedure of Example 65, a mixture of 1,1-dimethylethyl 4-[7-(aminocarbonyl)-5-bromo-1H-indazol-3-yl]-1-piperidine carboxylate (Intermediate 5) (400 mg, 0.545 mmols), 3-fluorophenyl boronic acid (397 mg, 2.84 mmols), potassium carbonate (782 mg, 5.67 mmol), and Pd(PPh3)4 (218 mg, 0.189 mmol) in dioxane/water (7 mL/1 mL) were reacted. The reaction mixture was concentrated, redissolved in methylene chloride and filtered. The filtrate was concentrated and the residue was purif... The reactants are C1(CC1)C=1N(C=C(N1)C(=O)O)C (2-cyclopropyl-1-methyl-1H-imidazole-4-carboxylic acid), N[C@H](CN1N=C(C=C1)C1=CC(=C(C#N)C(=C1)F)Cl)C ((S)-4-(1-(2-aminopropyl)-1H-pyrazol-3-yl)-2-chloro-6-fluorobenzo-nitrile). Product: ClC=1C=C(C=C(C1C#N)F)C1=NN(C=C1)C[C@H](C)NC(=O)C=1N=C(N(C1)C)C1CC1 ((S)—N-(1-(3-(3-Chloro-4-cyano-5-fluorophenyl)-1H-pyrazol-1-yl)-propan-2-yl)-2-cyclopropyl-1-methyl-1H-imidazole-4-carboxamide). As a reaction SMILES: [CH:1]1([C:4]2[N:5]([CH3:12])[CH:6]=[C:7]([C:9]([OH:11])=O)[N:8]=2)[CH2:3][CH2:2]1.[NH2:13][C@@H:14]([CH3:31])[CH2:15][N:16]1[CH:20]=[CH:19][C:18]([C:21]2[CH:28]=[C:27]([F:29])[C:24]([C:25]#[N:26])=[C:23]([Cl:30])[CH:22]=2)=[N:17]1>>[Cl:30][C:23]1[CH:22]=[C:21]([C:18]2[CH:19]=[CH:20][N:16]([CH2:15][C@@H:14]([NH:13][C:9]([C:7]3[N:8]=[C:4]([CH:1]4[CH2:2][CH2:3]4)[N:5]([CH3:12])[CH:6]=3)=[O:11])[CH3:31])[N:17]=2)[CH:28]=[C:27]([F:29])[C:24]=1[C:25]#[N:26]. Procedure details: The title compound was prepared using the procedure described in Example 32(e) starting from 2-cyclopropyl-1-methyl-1H-imidazole-4-carboxylic acid (260 mg, 1.56 mmol) and (S)-4-(1-(2-aminopropyl)-1H-pyrazol-3-yl)-2-chloro-6-fluorobenzo-nitrile (435 mg, 1.56 mmol). Yield 123 mg. 1H-NMR (400 MHz; DMSO-d6): δ 0.81-0.91 (m, 4H), 1.08 (d, 3H), 1.95 (m, 1H), 3.65 (s, 3H), 4.27-4.38 (m, 3H), 7.01 (s, 1H), 7.46 (s, 1H), 7.69 (d, 1H), 7.87 (d, 2H), 7.96 (s, 1H). RXN SMILES: Br[CH2:2][C:3]1[CH:8]=[CH:7][C:6]([CH2:9]Br)=[CH:5][C:4]=1[CH2:11]Br.C[O:14][P:15]([O:18][CH3:19])[O:16][CH3:17]>C1(C)C=CC=CC=1>[C:3]1([CH2:2][P:15](=[O:14])([O:18][CH3:19])[O:16][CH3:17])[CH:8]=[CH:7][C:6]([CH2:9][P:15](=[O:14])([O:18][CH3:19])[O:16][CH3:17])=[CH:5][C:4]=1[CH2:11][P:15](=[O:14])([O:18][CH3:19])[O:16][CH3:17]. Solvent: C1(=CC=CC=C1)C (toluene). Reported procedure: A solution of 1,2,4-tris(bromomethyl)benzene (Preparation 4, 0.532 g, 0.0015M) and trimethylphosphite (15 mL, 0.126M) in dry toluene (25 mL) is stirred and heated at reflux temperature for 80 hours. Solvent and excess trimethylphosphite are removed under reduced pressure and the oily residue is chromatographed over silica gel (50 g, 40-63 μm, 10% CH3OH--CHCl3, 8 mL fractions) using 10% CH3OH--CHCl3 to elute the column. Fractions 16-22 contain the title compound (0.587 g, 0.00132M, 88%), which is... The reactants are BrCC1=C(C=C(C=C1)CBr)CBr (1,2,4-tris(bromomethyl)benzene), COP(OC)OC (trimethylphosphite). The product is C1(=C(C=C(C=C1)CP(OC)(OC)=O)CP(OC)(OC)=O)CP(OC)(OC)=O ([1,2,4-Benzenetriyltris(methylene)]trisphosphonic acid, hexamethyl ester). The reactants are O1C(COC2=C3C=C(NC3=CC(=C2)C)C(=O)OCC)C1 (4-(2,3-epoxypropoxy)-2-ethoxycarbonyl-6-methyl indole). Solvent: C(C)(C)N (isopropylamine). Reaction conditions: time 2 day. The product is OC(COC1=C2C=C(NC2=CC(=C1)C)C(=O)OCC)CNC(C)C (4-(2-hydroxy-3-isopropylamino-propoxy)-2-ethoxycarbonyl-6-methylindole). Isolated yield 131.7%. RXN SMILES: [O:1]1[CH2:20][CH:2]1[CH2:3][O:4][C:5]1[CH:13]=[C:12]([CH3:14])[CH:11]=[C:10]2[C:6]=1[CH:7]=[C:8]([C:15]([O:17][CH2:18][CH3:19])=[O:16])[NH:9]2>C(N)(C)C>[OH:1][CH:2]([CH2:20][NH:9][CH:8]([CH3:15])[CH3:7])[CH2:3][O:4][C:5]1[CH:13]=[C:12]([CH3:14])[CH:11]=[C:10]2[C:6]=1[CH:7]=[C:8]([C:15]([O:17][CH2:18][CH3:19])=[O:16])[NH:9]2. Procedure: 2.0 g 4-(2,3-epoxypropoxy)-2-ethoxycarbonyl-6-methyl indole are dissolved in 25 ml isopropylamine. The solution is kept for two days at room temperature and then heated to boiling for 8 to 10 hours. Excessive isopropyl amine is removed in vacuum and the residue triturated with ether. The crude product is dissolved in small amounts of isopropanol during heating. After the addition of 0.42 ml glacial acetic acid, the solution is allowed to cool. The precipitated deposit is aspirated and recrystall...